This data is from the Open Reaction Database (ORD), a public repository of structured organic reaction records. The task is: describe an organic reaction: reactants, conditions, products, and yield The reactants are C(#N)CC(CC(CC(=O)OC(C)(C)C)O)O (1,1-dimethylethyl 6-cyano-3,5-dihydroxyhexanoate), C12(C(=O)CC(CC1)C2(C)C)CS(=O)(=O)O (camphorsulfonic acid). The solvent is COC(C)(C)OC (2,2-dimethoxypropane). Conditions: time 18 hour. The product is C(#N)C[C@@H]1C[C@@H](OC(O1)(C)C)CC(=O)OC(C)(C)C ((4R-cis)-1,1-dimethylethyl 6-cyanomethyl-2,2-dimethyl-1,3-dioxane-4-acetate). RXN SMILES: [C:1]([CH2:3][CH:4]([OH:16])[CH2:5][CH:6]([OH:15])[CH2:7][C:8]([O:10][C:11]([CH3:14])([CH3:13])[CH3:12])=[O:9])#[N:2].[C:17]12(CS(O)(=O)=O)C(C)(C)C(C[CH2:23]1)C[C:18]2=O>COC(OC)(C)C>[C:1]([CH2:3][C@H:4]1[O:16][C:17]([CH3:23])([CH3:18])[O:15][C@@H:6]([CH2:7][C:8]([O:10][C:11]([CH3:13])([CH3:12])[CH3:14])=[O:9])[CH2:5]1)#[N:2]. Procedure: Crude [R-(R*,R*)]-1,1-dimethylethyl 6-cyano-3,5-dihydroxyhexanoate, 15 g (61 mol), is dissolved in 150 mL of 2,2-dimethoxypropane, camphorsulfonic acid is added, and the solution is stirred for 18 hours at room temperature, concentration and flash chromatography after concentration in vacuo provides 11.8 g of (4R-cis)-1,1-dimethylethyl 6-cyanomethyl-2,2-dimethyl-1,3-dioxane-4-acetate as an off-white solid, mp 64.7°-68° C. with acceptable IR, NMR, C-NMR and analysis. Reactants: OB(O)c1ccc(F)cc1 (effective_coupling_partner), CC(C)(C)C(=O)Oc2c1ccccc1cc3ccccc23 (substrate). The reagents and catalysts are PCy3. Reaction conditions: temperature 120 celsius, time 24 hour. Product: Fc4ccc(c2c1ccccc1cc3ccccc23)cc4.